The task is: describe an organic reaction: reactants, conditions, products, and yield. This data is from the Open Reaction Database (ORD), a public repository of structured organic reaction records. The reactants are C(C)OC(=O)C1=C(N=C(N1)CCC)C(C)(C)O (4-(1-Hydroxy-1-methylethyl)-2-Propyl-1H-imidazole-5-carboxylic acid ethyl ester), C1(=CC=CC=C1)C(N1N=NN=C1C1=C(C=CC=C1)C1=CC=C(C=C1)CBr)(C1=CC=CC=C1)C1=CC=CC=C1 (N-(triphenylmethyl)-5 (4′-bromomethylbiphenyl-2-yl)tetrazole), C([O-])([O-])=O.[K+].[K+] (potassium carbonate), C([O-])([O-])=O.[K+].[K+] (potassium carbonate), [I-].[K+] (potassium iodide), ClCC=1OC(OC1C)=O (4-chloromethyl-5-methyl-1,3-dioxol-2-one). The reagents and catalysts are [Br-].C(CCC)[N+](CCCC)(CCCC)CCCC (tetra butyl ammonium bromide). Run in C(C)#N (acetonitrile), C1(=CC=CC=C1)C (toluene), CC(=O)C (acetone), CC(=O)C (acetone). Run at temperature 35 celsius, time 3 hour. Product: CCCC1=NC(=C(N1CC2=CC=C(C=C2)C3=CC=CC=C3C4=NN=NN4C(C5=CC=CC=C5)(C6=CC=CC=C6)C7=CC=CC=C7)C(=O)OCC8=C(OC(=O)O8)C)C(C)(C)O (Trityl Olmesartan Medoxomil). Isolated yield 60.0%. Reaction SMILES: [CH2:1]([O:3][C:4]([C:6]1[NH:10][C:9]([CH2:11][CH2:12][CH3:13])=[N:8][C:7]=1[C:14]([OH:17])([CH3:16])[CH3:15])=[O:5])[CH3:2].[C:18]1([C:24]([C:50]2[CH:55]=[CH:54][CH:53]=[CH:52][CH:51]=2)([C:44]2[CH:49]=[CH:48][CH:47]=[CH:46][CH:45]=2)[N:25]2[C:29]([C:30]3[CH:35]=[CH:34][CH:33]=[CH:32][C:31]=3[C:36]3[CH:41]=[CH:40][C:39]([CH2:42]Br)=[CH:38][CH:37]=3)=[N:28][N:27]=[N:26]2)[CH:23]=[CH:22][CH:21]=[CH:20][CH:19]=1.C(=O)([O-])[O-].[K+].[K+].[I-].[K+].ClCC1[O:67][C:68](=[O:72])[O:69][C:70]=1[CH3:71]>[Br-].C([N+](CCCC)(CCCC)CCCC)CCC.CC(C)=O.C1(C)C=CC=CC=1.C(#N)C>[CH3:13][CH2:12][CH2:11][C:9]1[N:10]([CH2:42][C:39]2[CH:38]=[CH:37][C:36]([C:31]3[C:30]([C:29]4[N:25]([C:24]([C:50]5[CH:55]=[CH:54][CH:53]=[CH:52][CH:51]=5)([C:44]5[CH:45]=[CH:46][CH:47]=[CH:48][CH:49]=5)[C:18]5[CH:23]=[CH:22][CH:21]=[CH:20][CH:19]=5)[N:26]=[N:27][N:28]=4)=[CH:35][CH:34]=[CH:33][CH:32]=3)=[CH:41][CH:40]=2)[C:6]([C:4]([O:3][CH2:1][C:2]2[O:67][C:68](=[O:72])[O:69][C:70]=2[CH3:71])=[O:5])=[C:7]([C:14]([OH:17])([CH3:15])[CH3:16])[N:8]=1 |f:2.3.4,5.6,8.9|. Procedure: 4-(1-Hydroxy-1-methylethyl)-2-Propyl-1H-imidazole-5-carboxylic acid ethyl ester (100 g), N-(triphenylmethyl)-5 (4′-bromomethylbiphenyl-2-yl)tetrazole (250 g), potassium carbonate (170 g) & tetra butyl ammonium bromide (15 g) in acetone (2.5 L) were refluxed for 15 hours. The reaction mass was cooled & filtered to remove the salts. Salts were washed with acetone (300 ml). Acetone from combine the filtrate & washings was distilled. The residue obtained was refluxed with acetonitrile (500 ml). The ... Reaction SMILES: C1(C#C)C=CC=CC=1.[C:9]1([CH2:15][C:16]#[CH:17])[CH:14]=[CH:13][CH:12]=[CH:11][CH:10]=1.[N:18]([C:21]1[S:22][C:23]([C:27]([NH:29][CH2:30][C:31]2[CH:36]=[CH:35][CH:34]=[CH:33][CH:32]=2)=[O:28])=[C:24]([CH3:26])[N:25]=1)=[N+:19]=[N-:20]>>[CH2:30]([NH:29][C:27]([C:23]1[S:22][C:21]([N:18]2[CH:17]=[C:16]([CH2:15][C:9]3[CH:14]=[CH:13][CH:12]=[CH:11][CH:10]=3)[N:20]=[N:19]2)=[N:25][C:24]=1[CH3:26])=[O:28])[C:31]1[CH:32]=[CH:33][CH:34]=[CH:35][CH:36]=1. Isolated yield 69.0%. Yields the product C(C1=CC=CC=C1)NC(=O)C1=C(N=C(S1)N1N=NC(=C1)CC1=CC=CC=C1)C (N-benzyl-2-(4-benzyl-1H-1,2,3-triazol-1-yl)-4-methylthiazole-5-carboxamide). Reported procedure: Following the procedure as described in Example 10, making variations as necessary to replace phenylacetylene with 3-phenyl-1-propyne to react with 2-azido-N-benzyl-4-methylthiazole-5-carboxamide, the title compound was obtained as a white solid in 69% yield: mp 139-141° C. (ethyl acetate/hexanes); 1H NMR (300 MHz, CDCl3) δ 7.99 (s, 1H), 7.35-7.28 (m, 10H), 6.29 (br s, 1H), 4.60 (t, J=6.0 Hz, 2H), 4.13 (s, 2H), 2.64 (s, 3H); 13C NMR (75 MHz, CDCl3) δ 160.9, 155.5, 153.2, 149.1, 137.9, 137.5, 128... Starting materials: C1(=CC=CC=C1)C#C (phenylacetylene), C1(=CC=CC=C1)CC#C (3-phenyl-1-propyne), N(=[N+]=[N-])C=1SC(=C(N1)C)C(=O)NCC1=CC=CC=C1 (2-azido-N-benzyl-4-methylthiazole-5-carboxamide).